Dataset: the Open Reaction Database (ORD), a public repository of structured organic reaction records. Task: describe an organic reaction: reactants, conditions, products, and yield The product is COC1=CC=C(C=C1)CN1C(OC2(C1)CC(CCC2)(COCC2=CC=CC=C2)CNC2=C(C#N)C=CC(=C2)[N+](=O)[O-])=O ([(3-{[4-(methyloxy)phenyl]methyl}-2-oxo-7-{[(phenylmethyl)oxy]methyl}-1-oxa-3-azaspiro[4.5]dec-7-ylmethyl]amino)-4-nitrobenzonitrile). The yield is 87.1%. The solvent is C(C)#N (acetonitrile). As a reaction SMILES: [NH2:1][CH2:2][C:3]1([CH2:23][O:24][CH2:25][C:26]2[CH:31]=[CH:30][CH:29]=[CH:28][CH:27]=2)[CH2:22][CH2:21][CH2:20][C:5]2([O:9][C:8](=[O:10])[N:7]([CH2:11][C:12]3[CH:17]=[CH:16][C:15]([O:18][CH3:19])=[CH:14][CH:13]=3)[CH2:6]2)[CH2:4]1.C(=O)([O-])[O-].[K+].[K+].F[C:39]1[CH:40]=[C:41]([CH:44]=[CH:45][C:46]=1[N+:47]([O-:49])=[O:48])[C:42]#[N:43]>C(#N)C>[CH3:19][O:18][C:15]1[CH:16]=[CH:17][C:12]([CH2:11][N:7]2[CH2:6][C:5]3([CH2:20][CH2:21][CH2:22][C:3]([CH2:2][NH:1][C:44]4[CH:45]=[C:46]([N+:47]([O-:49])=[O:48])[CH:39]=[CH:40][C:41]=4[C:42]#[N:43])([CH2:23][O:24][CH2:25][C:26]4[CH:27]=[CH:28][CH:29]=[CH:30][CH:31]=4)[CH2:4]3)[O:9][C:8]2=[O:10])=[CH:13][CH:14]=1 |f:1.2.3|. Procedure: To a light yellow solution of 7-(aminomethyl)-7-((benzyloxy)methyl)-3-(4-methoxybenzyl)-1-oxa-3-azaspiro[4.5]decan-2-one (4.27 g, 10.1 mmol) in acetonitrile (67.1 mL) was added potassium carbonate (2.78 g, 20.1 mmol) and 3-fluoro-4-nitrobenzonitrile (2.51 g, 15.1 mmol) and the reaction was stirred at RT. After stirring 15 h, the reaction was filtered through a frit. The collected inorganics were washed with DCM/EtOAc. The filtrate was concentrated onto florisil and purified on a 80 g silica gel ... The reactants are NCC1(CC2(CN(C(O2)=O)CC2=CC=C(C=C2)OC)CCC1)COCC1=CC=CC=C1 (7-(aminomethyl)-7-((benzyloxy)methyl)-3-(4-methoxybenzyl)-1-oxa-3-azaspiro[4.5]decan-2-one), C([O-])([O-])=O.[K+].[K+] (potassium carbonate), FC=1C=C(C#N)C=CC1[N+](=O)[O-] (3-fluoro-4-nitrobenzonitrile). Procedure details: 180 mg of (12) and 300 mg of 1,4-diazabicyclo[2.2.2]octane (DABCO) were dissolved in 5 ml of toluene and stirred at 80° C. for 90 min. After the reaction ended, the mixture was allowed to cool and the colorless solid was filtered off with suction. This gave 195 mg of product (13) of molecular weight 704.66 (C38H40BrF2N3O3); MS (ESI): 624.30 (MH+). Starting materials: BrCC1=CC=C(COC2=CC=C(C=C2)C2C(C(N2C2=CC=C(C=C2)F)=O)CCC(O)C2=CC=C(C=C2)F)C=C1 (4-[4-(4-Bromomethylbenzyloxy)phenyl]-1-(4-fluorophenyl)-3-[3-(4-fluorophenyl)-3-hydroxypropyl]azetidin-2-one), N12CCN(CC1)CC2 (1,4-diazabicyclo[2.2.2]octane). Reaction conditions: temperature 80 celsius, time 90 minute. As a reaction SMILES: [Br:1][CH2:2][C:3]1[CH:39]=[CH:38][C:6]([CH2:7][O:8][C:9]2[CH:14]=[CH:13][C:12]([CH:15]3[N:18]([C:19]4[CH:24]=[CH:23][C:22]([F:25])=[CH:21][CH:20]=4)[C:17](=[O:26])[CH:16]3[CH2:27][CH2:28][CH:29]([C:31]3[CH:36]=[CH:35][C:34]([F:37])=[CH:33][CH:32]=3)[OH:30])=[CH:11][CH:10]=2)=[CH:5][CH:4]=1.[N:40]12[CH2:47][CH2:46][N:43]([CH2:44][CH2:45]1)[CH2:42][CH2:41]2>C1(C)C=CC=CC=1>[Br-:1].[F:25][C:22]1[CH:21]=[CH:20][C:19]([N:18]2[C:17](=[O:26])[CH:16]([CH2:27][CH2:28][CH:29]([C:31]3[CH:36]=[CH:35][C:34]([F:37])=[CH:33][CH:32]=3)[OH:30])[CH:15]2[C:12]2[CH:11]=[CH:10][C:9]([O:8][CH2:7][C:6]3[CH:5]=[CH:4][C:3]([CH2:2][N+:40]45[CH2:47][CH2:46][N:43]([CH2:44][CH2:45]4)[CH2:42][CH2:41]5)=[CH:39][CH:38]=3)=[CH:14][CH:13]=2)=[CH:24][CH:23]=1 |f:3.4|. Run in C1(=CC=CC=C1)C (toluene). Yields the product [Br-].FC1=CC=C(C=C1)N1C(C(C1=O)CCC(O)C1=CC=C(C=C1)F)C1=CC=C(OCC2=CC=C(C[N+]34CCN(CC3)CC4)C=C2)C=C1 (1-[4-(4-{1-(4-Fluorophenyl)-3-[3-(4-fluorophenyl)-3-hydroxypropyl]-4-oxoazetidin-2-yl}phenoxymethyl)benzyl]-4-aza-1-azoniabicyclo[2.2.2]octane bromide). The reactants are Cc1ccc(-n2nc(C(C)(C)C)cc2NC(=O)Nc2ccc(OCc3ccnc(NC(=O)C4COCCN4C(=O)OC(C)(C)C)c3)c3ccccc23)cc1, ClCCl, O=C(O)C(F)(F)F. Yields the product Cc1ccc(-n2nc(C(C)(C)C)cc2NC(=O)Nc2ccc(OCc3ccnc(NC(=O)C4COCCN4)c3)c3ccccc23)cc1. RXN SMILES: [C:1]([CH3:2])([CH3:3])([CH3:4])[c:5]1[n:6][n:7](-[c:48]2[cH:49][cH:50][c:51]([CH3:54])[cH:52][cH:53]2)[c:8]([NH:10][C:11]([NH:12][c:13]2[cH:14][cH:15][c:16]([O:23][CH2:24][c:25]3[cH:26][c:27]([NH:31][C:32](=[O:33])[CH:34]4[CH2:35][O:36][CH2:37][CH2:38][N:39]4[C:40]([O:41][C:42]([CH3:43])([CH3:44])[CH3:45])=[O:46])[n:28][cH:29][cH:30]3)[c:17]3[cH:18][cH:19][cH:20][cH:21][c:22]23)=[O:47])[cH:9]1.[Cl:55][CH2:56][Cl:57].[F:58][C:59]([F:60])([F:61])[C:62]([OH:63])=[O:64]>>[C:1]([CH3:2])([CH3:3])([CH3:4])[c:5]1[n:6][n:7](-[c:48]2[cH:49][cH:50][c:51]([CH3:54])[cH:52][cH:53]2)[c:8]([NH:10][C:11]([NH:12][c:13]2[cH:14][cH:15][c:16]([O:23][CH2:24][c:25]3[cH:26][c:27]([NH:31][C:32](=[O:33])[CH:34]4[CH2:35][O:36][CH2:37][CH2:38][NH:39]4)[n:28][cH:29][cH:30]3)[c:17]3[cH:18][cH:19][cH:20][cH:21][c:22]23)=[O:47])[cH:9]1.